This data is from the Open Reaction Database (ORD), a public repository of structured organic reaction records. The task is: describe an organic reaction: reactants, conditions, products, and yield Reactants: [N+](=O)([O-])C1=CC=C(C=C1)N=C=O (p-nitrophenyl isocyanate), C(CCCCCCCCCCCCCCC)S (n-hexadecanethiol), N1=CC=CC=C1 (pyridine). The solvent is C(C)#N (acetonitrile). Reaction conditions: time 10 minute. Product: [N+](=O)([O-])C1=CC=C(C=C1)NC(SCCCCCCCCCCCCCCCC)=O (S-n-hexadecyl p-nitrophenylthiocarbamate). Isolated yield 97.1%. Reaction SMILES: [CH2:1]([SH:17])[CH2:2][CH2:3][CH2:4][CH2:5][CH2:6][CH2:7][CH2:8][CH2:9][CH2:10][CH2:11][CH2:12][CH2:13][CH2:14][CH2:15][CH3:16].[N+:18]([C:21]1[CH:26]=[CH:25][C:24]([N:27]=[C:28]=[O:29])=[CH:23][CH:22]=1)([O-:20])=[O:19].N1C=CC=CC=1>C(#N)C>[N+:18]([C:21]1[CH:22]=[CH:23][C:24]([NH:27][C:28](=[O:29])[S:17][CH2:1][CH2:2][CH2:3][CH2:4][CH2:5][CH2:6][CH2:7][CH2:8][CH2:9][CH2:10][CH2:11][CH2:12][CH2:13][CH2:14][CH2:15][CH3:16])=[CH:25][CH:26]=1)([O-:20])=[O:19]. Procedure: In a three necked flask equipped with a dropping funnel, a thermometer and a reflux condenser, n-hexadecanethiol (165 g) was dissolved in acetonitrile (1000 ml). To the solution, p-nitrophenyl isocyanate (100 g) was gradually added, then pyridine (4 ml) was added dropwise, and the mixture was stirred at room temperature for 10 minutes, and then heat-refluxed for 30 minutes. When the reaction mixture was cooled to room temperature, crystals precipitated. The crystals were collected by filtering a...